From a dataset of the Open Reaction Database (ORD), a public repository of structured organic reaction records. describe an organic reaction: reactants, conditions, products, and yield The reactants are FC1=CC=C(C=C1)N1C(=NC2=CC=CC=C2C1=O)C(C)NC (3-(4-fluorophenyl)-2-(1-methylaminoethyl)-3H-quinazolin-4-one), C(C)(C)(C)C1=CC=C(C(=O)Cl)C=C1 (4-tert-butylbenzoyl chloride). Product: C(C)(C)(C)C1=CC=C(C(=O)N(C(C)C2=NC3=CC=CC=C3C(N2C)=O)C)C=C1 (4-tert-butyl-N-methyl-N-[1-(3-methyl-4-oxo-3,4-dihydroquinazolin-2-yl)ethyl]benzamide). Reaction SMILES: FC1C=C[C:5]([N:8]2[C:17](=[O:18])[C:16]3[C:11](=[CH:12][CH:13]=[CH:14][CH:15]=3)[N:10]=[C:9]2[CH:19]([NH:21][CH3:22])[CH3:20])=CC=1.[C:23]([C:27]1[CH:35]=[CH:34][C:30]([C:31](Cl)=[O:32])=[CH:29][CH:28]=1)([CH3:26])([CH3:25])[CH3:24]>>[C:23]([C:27]1[CH:28]=[CH:29][C:30]([C:31]([N:21]([CH3:22])[CH:19]([C:9]2[N:8]([CH3:5])[C:17](=[O:18])[C:16]3[C:11](=[CH:12][CH:13]=[CH:14][CH:15]=3)[N:10]=2)[CH3:20])=[O:32])=[CH:34][CH:35]=1)([CH3:26])([CH3:24])[CH3:25]. Reported procedure: In a similar manner as described above in Paragraph A, but replacing 3-(4-methoxyphenyl)-2-(1-methylaminoethyl)-3H-quinazolin-4-one with 3-(4-fluorophenyl)-2-(1-methylaminoethyl)-3H-quinazolin-4-one and 4-tert-butylbenzoyl chloride with the appropriate starting material, the following compounds were made: The reactants are C1(CCCCC1)N(C(NC=1SC(=CN1)SCC(=O)O)=O)CCC1=CC=CC=C1 ([2-(3-cyclohexyl-3-phenethyl-ureido)-thiazol-5-ylsulfanyl]-acetic acid), CC(CCN)C (3-methyl-butylamine), C1(CCCCC1)=O (cyclohexanone). Solvent: C(C)OC(C)=O (acetic acid ethyl ester). Yields the product C1(CCCCC1)N(C(NC=1SC(=CN1)SCC(=O)O)=O)CCC(C)C ({2-[3-Cyclohexyl-3-(3-methyl-butyl)-ureido]-thiazol-5-ylsulfanyl}-acetic acid). RXN SMILES: [CH:1]1([N:7]([CH2:21][CH2:22][C:23]2[CH:28]=CC=C[CH:24]=2)[C:8](=[O:20])[NH:9][C:10]2[S:11][C:12]([S:15][CH2:16][C:17]([OH:19])=[O:18])=[CH:13][N:14]=2)[CH2:6][CH2:5][CH2:4][CH2:3][CH2:2]1.CC(C)CCN.C1(=O)CCCCC1>C(OC(=O)C)C>[CH:1]1([N:7]([CH2:21][CH2:22][CH:23]([CH3:28])[CH3:24])[C:8](=[O:20])[NH:9][C:10]2[S:11][C:12]([S:15][CH2:16][C:17]([OH:19])=[O:18])=[CH:13][N:14]=2)[CH2:2][CH2:3][CH2:4][CH2:5][CH2:6]1. Reported procedure: Prepared as described for the synthesis of [2-(3-cyclohexyl-3-phenethyl-ureido)-thiazol-5-ylsulfanyl]-acetic acid, from 3-methyl-butylamine, cyclohexanone and 2-amino-thiazol-5-ylsulfanyl)-acetic acid ethyl ester.